Dataset: the Open Reaction Database (ORD), a public repository of structured organic reaction records. Task: describe an organic reaction: reactants, conditions, products, and yield The reactants are ClC(F)F (chlorodifluoromethane), C(#N)C1=CC=C(C=C1)O (4-cyanophenol), [OH-].[Na+] (sodium hydroxide), O (water), ice water. Solvent: O1CCCC1 (tetrahydrofuran). Conditions: time 1.25 hour. The product is FC(OC1=CC=C(C#N)C=C1)F (4-difluoromethoxybenzonitrile). Isolated yield 36.6%. RXN SMILES: [C:1]([C:3]1[CH:8]=[CH:7][C:6]([OH:9])=[CH:5][CH:4]=1)#[N:2].[OH-].[Na+].O.Cl[CH:14]([F:16])[F:15]>O1CCCC1>[F:15][CH:14]([F:16])[O:9][C:6]1[CH:7]=[CH:8][C:3]([C:1]#[N:2])=[CH:4][CH:5]=1 |f:1.2|. Procedure details: Under a dry argon atmosphere a mixture of 10.0 g (0.084 mole) of 4-cyanophenol, 33.6 g (0.84 mole) of sodium hydroxide, 110 ml of water, and 130 ml of tetrahydrofuran was stirred in a Morton flask and heated at reflux. During 1.25 hour, 8.6 g (0.99 mole) of chlorodifluoromethane was added to the reaction mixture. After complete addition, the mixture was allowed to cool to room temperature and was stirred for approximately 18 hours. The reaction mixture was poured into 500 g of ice water, the res... The product is C(C1=CC=CC=C1)C(C)OC1=CC=C(C=C1)OCC (1-benzyl-4-(2-ethoxy)-ethoxybenzene). RXN SMILES: Cl[CH2:2][CH2:3][O:4][CH2:5][CH3:6].[CH2:7]([C:14]1[CH:19]=[CH:18][C:17](O)=[CH:16][CH:15]=1)[C:8]1[CH:13]=CC=CC=1.C(=O)([O-])[O-].[K+].[K+].[I-].[K+].[C:29]1([CH:36]=CC(O)=[CH:32][CH:31]=1)[OH:30]>CCOCC.CN(C)C=O.CN(C)P(=O)(N(C)C)N(C)C>[CH2:7]([CH:8]([O:30][C:29]1[CH:31]=[CH:32][C:3]([O:4][CH2:5][CH3:6])=[CH:2][CH:36]=1)[CH3:13])[C:14]1[CH:15]=[CH:16][CH:17]=[CH:18][CH:19]=1 |f:2.3.4,5.6|. Reaction conditions: time 20 hour. Starting materials: C(C1=CC=CC=C1)C1=CC=C(C=C1)O (4-benzylphenol), C([O-])([O-])=O.[K+].[K+] (potassium carbonate), [I-].[K+] (potassium iodide), C1(O)=CC=C(O)C=C1 (hydroquinone), ClCCOCC (2-chloroethyl-ethyl ether), ice water. The solvent is CN(C=O)C (dimethylformamide), CN(P(N(C)C)(N(C)C)=O)C (hexamethylphosphoric acid triamide), CCOCC (ether). Reported procedure: 28.2 g of 2-chloroethyl-ethyl ether is added dropwise in the course of one hour at a bath temperature of 105°-110°C, with stirring, to a mixture of 36.8 g of 4-benzylphenol, 40 g of finely pulverised anhydrous potassium carbonate, 0.5 g of potassium iodide, 0.1 g of hydroquinone, 90 ml of hexamethylphosphoric acid triamide and 90 ml of dimethylformamide; and the mixture is held for a further 20 hours at this temperature. In further processing, the cooled reaction mixture is poured into about 800... The reactants are COC1=C(C=C(C(=C1)[N+](=O)[O-])OC)C (1,4-dimethoxy-2-methyl-5-nitrobenzene), B(Cl)(Cl)Cl (boron trichloride). Solvent: C(Cl)Cl (methylene chloride). Run at time 16 hour. The product is COC1=CC(=C(C=C1C)O)[N+](=O)[O-] (4-methoxy-5-methyl-2-nitrophenol). Yield: 76.3%. RXN SMILES: [CH3:1][O:2][C:3]1[CH:8]=[C:7]([N+:9]([O-:11])=[O:10])[C:6]([O:12]C)=[CH:5][C:4]=1[CH3:14].B(Cl)(Cl)Cl>C(Cl)Cl>[CH3:1][O:2][C:3]1[C:4]([CH3:14])=[CH:5][C:6]([OH:12])=[C:7]([N+:9]([O-:11])=[O:10])[CH:8]=1. Reported procedure: A solution of 1,4-dimethoxy-2-methyl-5-nitrobenzene (6.0 g) in methylene chloride (30 mL) was cooled to −20° C., and a solution of boron trichloride (1.0 M in CH2Cl2) (30 mL) was added dropwise at −20° C. thereto. Then the reaction mixture was allowed to warm to room temperature and stirred for 16 h. To the reaction solution was then added saturated aqueous sodium bicarbonate solution (50 mL) and extracted with ethyl acetate (100 mL×3). The combined organic layer was washed with water (100 mL), ... Starting materials: N1=CNC2=C1C=CC=C2 (benzimidazole), C([O-])([O-])=O.[K+].[K+] (potassium carbonate), C(C1=CC=CC=C1)Cl (Benzyl chloride). Solvent: CN(C=O)C (N,N-dimethylformamide). Yields the product C(C1=CC=CC=C1)N1C=NC2=C1C=CC=C2 (1-Benzyl-1H-benzimidazole). RXN SMILES: [N:1]1[C:5]2[CH:6]=[CH:7][CH:8]=[CH:9][C:4]=2[NH:3][CH:2]=1.C(=O)([O-])[O-].[K+].[K+].[CH2:16](Cl)[C:17]1[CH:22]=[CH:21][CH:20]=[CH:19][CH:18]=1>CN(C)C=O>[CH2:16]([N:1]1[C:5]2[CH:6]=[CH:7][CH:8]=[CH:9][C:4]=2[N:3]=[CH:2]1)[C:17]1[CH:22]=[CH:21][CH:20]=[CH:19][CH:18]=1 |f:1.2.3|. Procedure: To a flask were added 2 g benzimidazole, 3.5 g potassium carbonate, 20 ml N,N-dimethylformamide and the mixture was stirred under nitrogen. 3.2 g Benzyl chloride were added and the mixture was heated to 50 C for 16 hrs. The reaction was quenched with 40 ml water and 7 ml 3M hydrochloric acid and cooled to 5 C. The product was filtered and washed with water. The product was recrystallized by dissolving in 10 ml 2 propanol at reflux, hot filtered and 30 ml hexane were added. After cooling to 5 C, ... Reactants: BrC1=CN=C2N1N=C(C=C2)NCCCNC(OC(C)(C)C)=O (tert-Butyl 3-(3-bromoimidazo[1,2-b]pyridazin-6-ylamino)propylcarbamate), C(=C\CCCC)/B(O)O ((E)-1-hexeneboronic acid), Boc, C(Cl)Cl.CO.[NH4+].[OH-] (CH2Cl2 MeOH NH4OH). The product is C(=C\CCCC)/C1=CN=C2N1N=C(C=C2)NCCCNC(OC(C)(C)C)=O ((E)-tert-Butyl 3-(3-(hex-1-enyl)imidazo[1,2-b]pyridazin-6-ylamino)propylcarbamate). As a reaction SMILES: Br[C:2]1[N:6]2[N:7]=[C:8]([NH:11][CH2:12][CH2:13][CH2:14][NH:15][C:16](=[O:22])[O:17][C:18]([CH3:21])([CH3:20])[CH3:19])[CH:9]=[CH:10][C:5]2=[N:4][CH:3]=1.[CH:23](/B(O)O)=[CH:24]\[CH2:25][CH2:26][CH2:27][CH3:28].C(Cl)Cl.CO.[NH4+].[OH-]>>[CH:23](/[C:2]1[N:6]2[N:7]=[C:8]([NH:11][CH2:12][CH2:13][CH2:14][NH:15][C:16](=[O:22])[O:17][C:18]([CH3:21])([CH3:20])[CH3:19])[CH:9]=[CH:10][C:5]2=[N:4][CH:3]=1)=[CH:24]\[CH2:25][CH2:26][CH2:27][CH3:28] |f:2.3.4.5|. Procedure details: Prepared from the product from step A and (E)-1-hexeneboronic acid according to general procedure 2 providing the crude Boc-protected olefin (122 mg, 96%) as a brown oil: Rf=0.71 (CH2Cl2/MeOH/NH4OH, 160:18:2); 1H NMR (500 MHz, CD3OD) δ 7.78 (d, J=9.7 Hz, 1H), 7.54 (s, 1H), 6.64-6.40 (m, 3H), 3.47 (q, J=6.3 Hz, 2H), 3.29-3.23 (m, 2H), 2.36-2.30 (m, 2H), 1.84-1.81 (m, 2H), 1.50-1.42 (m, 11H), 1.40-1.48 (m, 2H), 0.93 (t, J=7.3 Hz, 3H). The reactants are C(CC(O)(C(=O)O)CC(=O)O)(=O)O (citric acid), [H-].[Na+] (Sodium hydride), O[C@H](C(=O)NC1=NC=C(N=C1)C)CO[C@@H](CO[Si](C(C)C)(C(C)C)C(C)C)C ((S)-2-hydroxy-N-(5-methylpyrazin-2-yl)-3-((R)-1-(triisopropylsilyloxy)propan-2-yloxy)propanamide), ClC=1C(=C(C#N)C=CC1)N1N=CC=2C1=NC=NC2Cl (3-chloro-2-(4-chloro-1H-pyrazolo[3,4-d]pyrimidin-1-yl)benzonitrile). Solvent: C1CCOC1 (THF). Reaction conditions: temperature 0 celsius, time 10 minute. Yields the product ClC1=C(C(=CC=C1)C#N)N1N=CC=2C1=NC=NC2O[C@H](C(=O)NC2=NC=C(N=C2)C)CO[C@@H](CO[Si](C(C)C)(C(C)C)C(C)C)C ((2S)-2-(1-(2-chloro-6-cyanophenyl)-1H-pyrazolo[3,4-d]pyrimidin-4-yloxy)-N-(5-methylpyrazin-2-yl)-3-((R)-1-(triisopropylsilyloxy)propan-2-yloxy)propanamide). The yield is 67.7%. RXN SMILES: [H-].[Na+].[OH:3][C@@H:4]([CH2:15][O:16][C@H:17]([CH3:30])[CH2:18][O:19][Si:20]([CH:27]([CH3:29])[CH3:28])([CH:24]([CH3:26])[CH3:25])[CH:21]([CH3:23])[CH3:22])[C:5]([NH:7][C:8]1[CH:13]=[N:12][C:11]([CH3:14])=[CH:10][N:9]=1)=[O:6].[Cl:31][C:32]1[C:33]([N:40]2[C:44]3=[N:45][CH:46]=[N:47][C:48](Cl)=[C:43]3[CH:42]=[N:41]2)=[C:34]([CH:37]=[CH:38][CH:39]=1)[C:35]#[N:36].C(O)(=O)CC(CC(O)=O)(C(O)=O)O>C1COCC1>[Cl:31][C:32]1[CH:39]=[CH:38][CH:37]=[C:34]([C:35]#[N:36])[C:33]=1[N:40]1[C:44]2=[N:45][CH:46]=[N:47][C:48]([O:3][C@@H:4]([CH2:15][O:16][C@H:17]([CH3:30])[CH2:18][O:19][Si:20]([CH:27]([CH3:29])[CH3:28])([CH:21]([CH3:23])[CH3:22])[CH:24]([CH3:26])[CH3:25])[C:5]([NH:7][C:8]3[CH:13]=[N:12][C:11]([CH3:14])=[CH:10][N:9]=3)=[O:6])=[C:43]2[CH:42]=[N:41]1 |f:0.1|. Reported procedure: Sodium hydride (60% dispersion in mineral oil) (0.116 g, 2.89 mmol) was added to (S)-2-hydroxy-N-(5-methylpyrazin-2-yl)-3-((R)-1-(triisopropylsilyloxy)propan-2-yloxy)propanamide (Intermediate AZ2) (0.595 g, 1.45 mmol) in anhydrous THF (20 mL) at 0° C. under nitrogen. The resulting solution was stirred at 0° C. for 10 minutes and then 3-chloro-2-(4-chloro-1H-pyrazolo[3,4-d]pyrimidin-1-yl)benzonitrile (Intermediate AH6) (0.438 g, 1.31 mmol) was added. The reaction mixture was allowed to warm to ro...